From a dataset of the Open Reaction Database (ORD), a public repository of structured organic reaction records. describe an organic reaction: reactants, conditions, products, and yield The reactants are BrC=1C=C(C=CC1)C(F)(F)F (3-bromo-benzotrifluoride), C(=C)OCCCC (butyl vinyl ether), CCCCCCCCCCCCCCCC (hexadecane), bis-(dibenzalacetone) chloroform palladium, C1(=CC=CC=C1)P(C1=CC=CC=C1)C1=CC=CC=C1 (triphenyl phosphine). The solvent is C1(OCC(C)O1)=O (propylene carbonate), C(C)OCC (diethyl ether). Conditions: temperature 120 celsius. Product: FC(C=1CC(C=C)(C=CC1)OCCCC)(F)F (3-Trifluoromethyl-1-butoxystyrene). As a reaction SMILES: [C:1]1(P(C2C=CC=CC=2)C2C=CC=CC=2)C=CC=C[CH:2]=1.Br[C:21]1[CH:22]=[C:23]([C:27]([F:30])([F:29])[F:28])[CH:24]=[CH:25][CH:26]=1.C([O:33][CH2:34][CH2:35][CH2:36][CH3:37])=C.CCCCCCCCCCCCCCCC>C(OCC)C.C1(=O)OC(C)CO1>[F:28][C:27]([F:30])([F:29])[C:23]1[CH2:22][C:21]([O:33][CH2:34][CH2:35][CH2:36][CH3:37])([CH:26]=[CH:25][CH:24]=1)[CH:1]=[CH2:2]. Procedure details: 26 mg (0.025 mmol) bis-(dibenzalacetone)-chloroform-palladium and different amounts of triphenyl phosphine are placed in a Schlenk-tube under argon. 4 ml propylene carbonate, 1.12 g (5 mmol) 3-bromo-benzotrifluoride 0.76 g (7.5 mmol) triethyl amine and 0.75 g (7.5 mmol) butyl vinyl ether are added. The reaction mixture is heated to 120° C. for 20 hours. It is cooled to room temperature and 200 mg hexadecane (internal standard) and 15 ml diethyl ether are added. The mixture is analysed by GC. The reactants are [H-].[Na+] (NaH), C(#N)C1OC(=O)C2=C(C=CC(=C12)Cl)Cl (3-cyano-4,7-dichlorophthalide), COC1=NC(=NC(=C1)OC)S(=O)(=O)C (4,6-dimethoxy-2-methylsulfonyl-pyrimidine). Reaction conditions: time 8 hour. Yields the product C(#N)C1(OC(=O)C2=C(C=CC(=C12)Cl)Cl)C1=NC(=CC(=N1)OC)OC (3-cyano-4,7-dichloro-3-(4,6-dimethoxy-2-pyrimidinyl)phthalide). Yield: 18.5%. As a reaction SMILES: [H-].[Na+].[C:3]([CH:5]1[C:14]2[C:9](=[C:10]([Cl:16])[CH:11]=[CH:12][C:13]=2[Cl:15])[C:7](=[O:8])[O:6]1)#[N:4].[CH3:17][O:18][C:19]1[CH:24]=[C:23]([O:25][CH3:26])[N:22]=[C:21](S(C)(=O)=O)[N:20]=1>>[C:3]([C:5]1([C:21]2[N:22]=[C:23]([O:25][CH3:26])[CH:24]=[C:19]([O:18][CH3:17])[N:20]=2)[C:14]2[C:9](=[C:10]([Cl:16])[CH:11]=[CH:12][C:13]=2[Cl:15])[C:7](=[O:8])[O:6]1)#[N:4] |f:0.1|. Reported procedure: 21.5 g of NaH in oil dispersion are added to 112.75 g of 3-cyano-4,7-dichlorophthalide and 96.7 g of 4,6-dimethoxy-2-methylsulfonyl-pyrimidine. (The hydride is washed with hexane, the hexane removed by suction and the residue covered with DMF and cooled it an ice bath.) The reaction mixture is left to stir overnight at RT and the solution then poured into 3 L of water containing 15 ml of conc. H2SO4 and stirred mechanically until a viscous gum formed around the stirred blade. The water layer is ... Starting materials: O=C(O)Cc1ccc2c(c1)C(=O)Cc1ccccc1O2, O=S(Cl)Cl. Product: O=C(Cl)Cc1ccc2c(c1)C(=O)Cc1ccccc1O2. As a reaction SMILES: [O:1]=[C:2]1[c:3]2[c:4]([cH:13][cH:14][c:15]([CH2:17][C:18](=[O:19])[OH:20])[cH:16]2)[O:5][c:6]2[c:7]([cH:9][cH:10][cH:11][cH:12]2)[CH2:8]1.[S:21]([Cl:22])([Cl:23])=[O:24]>>[O:1]=[C:2]1[c:3]2[c:4]([cH:13][cH:14][c:15]([CH2:17][C:18](=[O:20])[Cl:23])[cH:16]2)[O:5][c:6]2[c:7]([cH:9][cH:10][cH:11][cH:12]2)[CH2:8]1. Starting materials: diethyl ester, C1(=CC=CC=C1)CSC(C(=O)O)C(=O)O ([(phenylmethyl)thio]-propanedioic acid), trimethylsilyl enol ether, CC=1C=C(C=CC1)C(C)=O (3'-methyl acetophenone), ( 4 ), ( 100 ), ( 2 ), [K+].[Br-] (KBr), ( 9 ), ( 65 ). Procedure: This compound was prepared by the condensation of the diethyl ester of [(phenylmethyl)thio]-propanedioic acid (1 g, 3.54 mmol) with the corresponding trimethylsilyl enol ether of 3'-methyl acetophenone (7.09 mmol, 1.46 g) as described in general procedure A. Isolated Yield: 65% m.p. 137-138° C. 1H NMR (400 MHz, DMSO-d6) δ11.9 (brs, 1 H), 7.6 (m, 2 H), 7.39 (t, 1 H), 7.35 (d, 1 H), 7.25 (d, 4 H), 7.2 (m, 1 H), 6.7 (s, 1 H), 4.0 (s, 2 H), 2.38 (s, 3 H); IR (KBr) 3030, 2585, 1617, 1536, 1402, 1100,... As a reaction SMILES: [C:1]1([CH2:7][S:8][CH:9]([C:13]([OH:15])=O)[C:10]([OH:12])=[O:11])[CH:6]=[CH:5][CH:4]=[CH:3][CH:2]=1.[CH3:16][C:17]1[CH:18]=[C:19]([C:23](=O)[CH3:24])[CH:20]=[CH:21][CH:22]=1.[K+].[Br-]>>[OH:15][C:13]1[CH:24]=[C:23]([C:19]2[CH:20]=[CH:21][CH:22]=[C:17]([CH3:16])[CH:18]=2)[O:12][C:10](=[O:11])[C:9]=1[S:8][CH2:7][C:1]1[CH:2]=[CH:3][CH:4]=[CH:5][CH:6]=1 |f:2.3|. Product: OC1=C(C(OC(=C1)C1=CC(=CC=C1)C)=O)SCC1=CC=CC=C1 (4-Hydroxy-6-(3-methylphenyl)-3-[(phenylmethyl)thio]-2H-pyran-2-one). Yield: 65.0%. Product: FC(F)(F)c1ccc(-c2cc(C(F)(F)F)nc(-n3cnc(Br)c3)n2)cc1. RXN SMILES: [Br:22][c:23]1[n:24][cH:25][nH:26][cH:27]1.[Cl:1][c:2]1[n:3][c:4](-[c:12]2[cH:13][cH:14][c:15]([C:18]([F:19])([F:20])[F:21])[cH:16][cH:17]2)[cH:5][c:6]([C:8]([F:9])([F:10])[F:11])[n:7]1>>[c:2]1(-[n:26]2[cH:25][n:24][c:23]([Br:22])[cH:27]2)[n:3][c:4](-[c:12]2[cH:13][cH:14][c:15]([C:18]([F:19])([F:20])[F:21])[cH:16][cH:17]2)[cH:5][c:6]([C:8]([F:9])([F:10])[F:11])[n:7]1. Reactants: Brc1c[nH]cn1, FC(F)(F)c1ccc(-c2cc(C(F)(F)F)nc(Cl)n2)cc1. Starting materials: BrC=1C=2C3=C(C(=NC3=CC1)S)C=CC2 (6-bromo-benz[cd]indole-2-thiol), N1(C=NC=C1)CCCCCN (5-(1H-imidazol-1-yl)pentanamine), mercuric acetate. The solvent is C(C)O (ethanol). The product is BrC=1C=2C3=C(C(=NC3=CC1)NCCCCCN1C=NC=C1)C=CC2 (6-Bromo-N-[5-(1H-imidazol-1-yl)pentyl]benz[cd]indol-2-amine). Yield: 19.5%. RXN SMILES: [Br:1][C:2]1[C:3]2[C:4]3[C:8](=[CH:9][CH:10]=1)[N:7]=[C:6](S)[C:5]=3[CH:12]=[CH:13][CH:14]=2.[N:15]1([CH2:20][CH2:21][CH2:22][CH2:23][CH2:24][NH2:25])[CH:19]=[CH:18][N:17]=[CH:16]1>C(O)C>[Br:1][C:2]1[C:3]2[C:4]3[C:8](=[CH:9][CH:10]=1)[N:7]=[C:6]([NH:25][CH2:24][CH2:23][CH2:22][CH2:21][CH2:20][N:15]1[CH:19]=[CH:18][N:17]=[CH:16]1)[C:5]=3[CH:12]=[CH:13][CH:14]=2. Procedure: A mixture of 5.3 g of 6-bromo-benz[cd]indole-2-thiol, 3.1 g of 5-(1H-imidazol-1-yl)pentanamine, 100 ml of ethanol and 6.3 g of mercuric acetate was reacted as described in Example 1, giving 1.5 g of the desired product, mp 138°-140° C. Reactants: CCN(C(C)C)C(C)C (DIPEA), Intermediate 64, N1=CC(=CC=C1)N1N=NC(=C1)C(=O)NCC(=O)O ([(1-pyridin-3-yl-1H-[1,2,3]triazole-4-carbonyl)-amino]-acetic acid), Intermediate 72, Cl.ClC1=C(OC2CNCC2)C=CC=C1 (3-(2-chloro-phenoxy)-pyrrolidine hydrochloride), C=1C=CC2=C(C1)N=NN2O (HOBt), CCN=C=NCCCN(C)C (EDCI), NC=1C=NC=CC1 (3-aminopyridine). The solvent is CN(C)C=O (DMF). Conditions: time 2 minute. Product: ClC1=C(OC2CN(CC2)C(CNC(=O)C=2N=NN(C2)C=2C=NC=CC2)=O)C=CC=C1 (1-pyridin-3-yl-1H-[1,2,3]triazole-4-carboxylic acid {2-[3-(2-chloro-phenoxy)-pyrrolidin-1-yl]-2-oxo-ethyl}-amide). Yield: 43.4%. Reaction SMILES: CCN(C(C)C)C(C)C.C1C=CC2N(O)N=NC=2C=1.CCN=C=NCCCN(C)C.[N:31]1[CH:36]=[CH:35][CH:34]=[C:33]([N:37]2[CH:41]=[C:40]([C:42]([NH:44][CH2:45][C:46]([OH:48])=O)=[O:43])[N:39]=[N:38]2)[CH:32]=1.NC1C=NC=CC=1.Cl.[Cl:57][C:58]1[CH:69]=[CH:68][CH:67]=[CH:66][C:59]=1[O:60][CH:61]1[CH2:65][CH2:64][NH:63][CH2:62]1>CN(C=O)C>[Cl:57][C:58]1[CH:69]=[CH:68][CH:67]=[CH:66][C:59]=1[O:60][CH:61]1[CH2:65][CH2:64][N:63]([C:46](=[O:48])[CH2:45][NH:44][C:42]([C:40]2[N:39]=[N:38][N:37]([C:33]3[CH:32]=[N:31][CH:36]=[CH:35][CH:34]=3)[CH:41]=2)=[O:43])[CH2:62]1 |f:5.6|. Reported procedure: DIPEA (167 mg, 1.3 mmol) followed by HOBt (48 mg, 0.35 mmol) and EDCI (124 mg, 0.64 mmol) were added to a stirred solution of [(1-pyridin-3-yl-1H-[1,2,3]triazole-4-carbonyl)-amino]-acetic acid (prepared by the method used for the synthesis of Intermediate 64, starting from 3-aminopyridine, and subsequently, application of Step 3 of the General Scheme) (80 mg, 0.32 mmol) in DMF (2 mL). After 2 minutes of stirring, 3-(2-chloro-phenoxy)-pyrrolidine hydrochloride (prepared by the method used for the... Run in C1CCOC1.CCO (THF EtOH). Procedure: (Z)-1,3-Dihydro-4-fluoro-5-nitro-3-[(1H-pyrrol-2-yl)methylene]-2H-indol-2-one (400 mg, 1.46 mmol) (from Example 10) was suspended in THF/EtOH (20 mL/10 mL). Hunig's base (diisopropylethyl amine, 3.8 mL, 22 mmol)(Aldrich) and trimethylsilyl azide (1.87 mL, 14.65 mmol)(Aldrich) were successively added at r.t. The mixture was refluxed for 12 h. The homogeneous reaction mixture was cooled to r.t. and quenched with 1N HCl. The precipitate was collected by suction filtration, washed with water and dri... The yield is 78.6%. Reactants: FC1=C2/C(/C(NC2=CC=C1[N+](=O)[O-])=O)=C/C=1NC=CC1 ((Z)-1,3-Dihydro-4-fluoro-5-nitro-3-[(1H-pyrrol-2-yl)methylene]-2H-indol-2-one), CCN(C(C)C)C(C)C (Hunig's base), C[Si](C)(C)N=[N+]=[N-] (trimethylsilyl azide). RXN SMILES: F[C:2]1[C:10]([N+:11]([O-:13])=[O:12])=[CH:9][CH:8]=[C:7]2[C:3]=1/[C:4](=[CH:15]/[C:16]1[NH:17][CH:18]=[CH:19][CH:20]=1)/[C:5](=[O:14])[NH:6]2.CCN(C(C)C)C(C)C.C[Si]([N:34]=[N+:35]=[N-:36])(C)C>C1COCC1.CCO>[N:34]([C:2]1[C:10]([N+:11]([O-:13])=[O:12])=[CH:9][CH:8]=[C:7]2[C:3]=1/[C:4](=[CH:15]/[C:16]1[NH:17][CH:18]=[CH:19][CH:20]=1)/[C:5](=[O:14])[NH:6]2)=[N+:35]=[N-:36] |f:3.4|. Product: N(=[N+]=[N-])C1=C2/C(/C(NC2=CC=C1[N+](=O)[O-])=O)=C/C=1NC=CC1 ((Z)-4-azido-1,3-dihydro-5-nitro-3-[(1H-pyrrol-2-yl)methylene]-2H-indol-2-one).